Task: describe an organic reaction: reactants, conditions, products, and yield. Dataset: the Open Reaction Database (ORD), a public repository of structured organic reaction records Starting materials: CC1=C(N(C2=CC=CC=C12)S(=O)(=O)C1=CC=CC=C1)CCO (2-[3-methyl-1-(phenylsulfonyl)indol-2-yl]ethanol), N1=CC=CC=C1 (pyridine), resultant mixture. The reagents and catalysts are [O-2].[O-2].[O-2].[Cr+6] (chromium trioxide). Solvent: ClCCl (dichloromethane), ClCCl (dichloromethane). Conditions: time 15 minute. The product is CC1=C(N(C2=CC=CC=C12)S(=O)(=O)C1=CC=CC=C1)CC=O (3-methyl-1-(phenylsulfonyl)-2-indole acetaldehyde). Yield: 67.6%. Reaction SMILES: N1C=CC=CC=1.[CH3:7][C:8]1[C:16]2[C:11](=[CH:12][CH:13]=[CH:14][CH:15]=2)[N:10]([S:17]([C:20]2[CH:25]=[CH:24][CH:23]=[CH:22][CH:21]=2)(=[O:19])=[O:18])[C:9]=1[CH2:26][CH2:27][OH:28]>ClCCl.[O-2].[O-2].[O-2].[Cr+6]>[CH3:7][C:8]1[C:16]2[C:11](=[CH:12][CH:13]=[CH:14][CH:15]=2)[N:10]([S:17]([C:20]2[CH:25]=[CH:24][CH:23]=[CH:22][CH:21]=2)(=[O:19])=[O:18])[C:9]=1[CH2:26][CH:27]=[O:28] |f:3.4.5.6|. Procedure: A mixture of chromium trioxide (1.2 g) and pyridine (1.9 g) in dichloromethane was stirred at ambient temperature for 15 minutes, and then 2-[3-methyl-1-(phenylsulfonyl)indol-2-yl]ethanol (630 mg) in dichloromethane (2 ml) was added. The resultant mixture was stirred at room temperature for 15 minutes. The separated organic layer was washed with water and brine, dried over anhydrous magnesium sulfate, and evaporated in vacuo. The residue was chromatographed over silica gel (eluted with 5% ethyl ... Solvent: C1CCOC1 (THF), C1CCOC1 (THF). The product is starting material, C(C)(C)(C)OC(=O)N[C@H]1CCCCC\C=C/[C@H]2[C@](NC([C@H]3N(C1=O)C[C@@]1(CC(C4=C(C(=NC=5C=CC(=CC45)OC)C(F)(F)F)O1)(C)O)C3)=O)(C2)C(=O)OCC ((2S,6S,13aS,14aR,16aS,Z)-ethyl 6-((tert -butoxycarbonyl)amino)-1′-hydroxy-9′-methoxy-1′-methyl-5,16-dioxo-5′-(trifluoromethyl)-1′,2′,3,5,6,7,8,9,10,11,13a,14,14a,15,16,16a-hexadecahydro-1H-spiro[cyclopropa[e]pyrrolo[1,2-a][1,4]diazacyclopentadecine-2,3′-pyrano[2,3-c]quinoline]-14a-carboxylate). As a reaction SMILES: [C:1]([O:5][C:6]([NH:8][C@@H:9]1[C:23](=[O:24])[N:22]2[CH2:25][C@@:26]3([CH2:47][C@H:21]2[C:20](=[O:48])[NH:19][C@:18]2([C:50]([O:52][CH2:53][CH3:54])=[O:51])[CH2:49][C@H:17]2[CH:16]=[CH:15][CH2:14][CH2:13][CH2:12][CH2:11][CH2:10]1)[O:45][C:30]1[C:31]([C:41]([F:44])([F:43])[F:42])=[N:32][C:33]2[CH:34]=[CH:35][C:36]([O:39][CH3:40])=[CH:37][C:38]=2[C:29]=1[C:28](=[O:46])[CH2:27]3)=[O:7])([CH3:4])([CH3:3])[CH3:2].[CH3:55][Mg+].[Br-]>C1COCC1>[C:1]([O:5][C:6]([NH:8][C@@H:9]1[C:23](=[O:24])[N:22]2[CH2:25][C@@:26]3([CH2:47][C@H:21]2[C:20](=[O:48])[NH:19][C@:18]2([C:50]([O:52][CH2:53][CH3:54])=[O:51])[CH2:49][C@H:17]2[CH:16]=[CH:15][CH2:14][CH2:13][CH2:12][CH2:11][CH2:10]1)[O:45][C:30]1[C:31]([C:41]([F:44])([F:42])[F:43])=[N:32][C:33]2[CH:34]=[CH:35][C:36]([O:39][CH3:40])=[CH:37][C:38]=2[C:29]=1[C:28]([OH:46])([CH3:55])[CH2:27]3)=[O:7])([CH3:3])([CH3:4])[CH3:2] |f:1.2|. Reactants: product, C(C)(C)(C)OC(=O)N[C@H]1CCCCC\C=C/[C@H]2[C@](NC([C@H]3N(C1=O)C[C@@]1(CC(C4=C(C(=NC=5C=CC(=CC45)OC)C(F)(F)F)O1)=O)C3)=O)(C2)C(=O)OCC ((2S,6S,13aS,14aR,16aS,Z)-ethyl 6-((tert-butoxycarbonyl) amino)-9′-methoxy-1′,5,16-trioxo-5′-(trifluoromethyl)-1′,2′,3,5,6,7,8,9,10,11,13a,14,14a,15, 16,16a-hexadecahydro-1H-spiro[cyclopropa[e]pyrrolo[1,2-a][1,4]diazacyclopentadecine-2,3′-pyrano[2,3-c]quinoline]-14a-carboxylate), C[Mg+].[Br-] (MeMgBr). Reported procedure: To the solution of (2S,6S,13aS,14aR,16aS,Z)-ethyl 6-((tert-butoxycarbonyl) amino)-9′-methoxy-1′,5,16-trioxo-5′-(trifluoromethyl)-1′,2′,3,5,6,7,8,9,10,11,13a,14,14a,15, 16,16a-hexadecahydro-1H-spiro[cyclopropa[e]pyrrolo[1,2-a][1,4]diazacyclopentadecine-2,3′-pyrano[2,3-c]quinoline]-14a-carboxylate (2923 mg, 3.85 mmol) in THF (26 ml) was added 1.4M of MeMgBr solution in THF (11.01 ml, 15.41 mmol) at −25° C. and stirred at −25° C. for 20 min. TLC and LC-MS indicated that the major was product (about... Reaction conditions: temperature -25 celsius, time 20 minute. The reactants are S(=O)(Cl)Cl (Thionyl chloride), BrC=1C=C(C=CC1)CCCCCC(=O)O (6-(3-bromophenyl)hexanoic acid), [Cl-].[Cl-].[Cl-].[Al+3] (aluminum trichloride). Run in C(=S)=S (carbon disulfide). Conditions: temperature 60 celsius, time 20 hour. Product: BrC=1C=CC2=C(CCCCCC2=O)C1 (2-bromo-7,8,9,10-tetrahydrobenzo[8]annulen-5(6H)-one). Yield: 67.4%. As a reaction SMILES: S(Cl)(Cl)=O.[Br:5][C:6]1[CH:7]=[C:8]([CH2:12][CH2:13][CH2:14][CH2:15][CH2:16][C:17]([OH:19])=O)[CH:9]=[CH:10][CH:11]=1.[Cl-].[Cl-].[Cl-].[Al+3]>C(=S)=S>[Br:5][C:6]1[CH:11]=[CH:10][C:9]2[C:17](=[O:19])[CH2:16][CH2:15][CH2:14][CH2:13][CH2:12][C:8]=2[CH:7]=1 |f:2.3.4.5|. Procedure details: Thionyl chloride (13.2 mL, 181 mmol) was added (neat) to Example 2a, 6-(3-bromophenyl)hexanoic acid (16 g, 59.2 mmol) in a 1 L round-bottomed flask under a nitrogen atmosphere. The mixture was warmed to 60° C. for 2 h, excess reagent was removed in vacuo, and the residue was subjected to azeotropic conditions (benzene 3×). The acid chloride was dissolved in carbon disulfide (550 mL) and cannulated into a solution of aluminum trichloride (26.3 g, 198 mmol) in carbon disulfide (1315 mL) heated at ... Reactants: CCOc1ccc(C(F)(F)F)cn1, CCCCCCC, CC#N, O=C(O)C(F)(F)F, O. Product: CC(C)(Oc1ccc(C(F)(F)F)cn1)C(=O)O. As a reaction SMILES: [CH2:11]([CH3:12])[O:13][c:14]1[n:15][cH:16][c:17]([C:20]([F:21])([F:22])[F:23])[cH:18][cH:19]1.[CH3:24][CH2:25][CH2:26][CH2:27][CH2:28][CH2:29][CH3:30].[CH3:8][C:9]#[N:10].[F:1][C:2]([C:3](=[O:4])[OH:5])([F:6])[F:7].[OH2:31]>>[C:3](=[O:4])([OH:5])[C:11]([CH3:8])([CH3:12])[O:13][c:14]1[n:15][cH:16][c:17]([C:20]([F:21])([F:22])[F:23])[cH:18][cH:19]1. Starting materials: O=C1CCC(=O)N1Br, COC(C)=O, Cc1c(-c2ccccc2)sc2c1c(=O)c(C(=O)C(C)C)cn2Cc1c(F)cccc1F, O. Product: CC(C)C(=O)c1cn(Cc2c(F)cccc2F)c2sc(-c3ccccc3)c(CBr)c2c1=O. Reaction SMILES: [Br:32][N:33]1[C:34](=[O:35])[CH2:36][CH2:37][C:38]1=[O:39].[C:40]([O:41][CH3:42])(=[O:43])[CH3:44].[F:1][c:2]1[c:3]([CH2:4][n:5]2[c:6]3[c:7]([c:8](=[O:16])[c:9]([C:11]([CH:12]([CH3:13])[CH3:14])=[O:15])[cH:10]2)[c:17]([CH3:26])[c:18](-[c:20]2[cH:21][cH:22][cH:23][cH:24][cH:25]2)[s:19]3)[c:27]([F:31])[cH:28][cH:29][cH:30]1.[OH2:45]>>[F:1][c:2]1[c:3]([CH2:4][n:5]2[c:6]3[c:7]([c:8](=[O:16])[c:9]([C:11]([CH:12]([CH3:13])[CH3:14])=[O:15])[cH:10]2)[c:17]([CH2:26][Br:32])[c:18](-[c:20]2[cH:21][cH:22][cH:23][cH:24][cH:25]2)[s:19]3)[c:27]([F:31])[cH:28][cH:29][cH:30]1.